Task: describe an organic reaction: reactants, conditions, products, and yield. Dataset: the Open Reaction Database (ORD), a public repository of structured organic reaction records Reactants: C1C2[C@H]1C(C=C1CC[C@H]3[C@@H]4CCC([C@@]4(C)CC[C@@H]3[C@@]21C)=O)=O (1,2β-methylenandrost-4-ene-3,17-dione), BrN1C(CCC1=O)=O (N-bromosuccinimide). The reagents and catalysts are C(C1=CC=CC=C1)(=O)OOC(C1=CC=CC=C1)=O (benzoyl peroxide). Run in C(Cl)(Cl)(Cl)Cl (carbon tetrachloride). Product: Br[C@@H]1C[C@H]2[C@@H]3CCC([C@@]3(C)CC[C@@H]2[C@]2(C3[C@@H](C(C=C12)=O)C3)C)=O (6β-bromo-1,2β-methylenandrost-4-ene-3,17-dione). Yield: 70.0%. RXN SMILES: [CH2:1]1[C@@H:3]2[C:4](=[O:22])[CH:5]=[C:6]3[C@:19]([CH3:20])([CH:2]12)[C@@H:18]1[C@H:9]([C@H:10]2[C@@:14]([CH2:16][CH2:17]1)([CH3:15])[C:13](=[O:21])[CH2:12][CH2:11]2)[CH2:8][CH2:7]3.[Br:23]N1C(=O)CCC1=O>C(OOC(=O)C1C=CC=CC=1)(=O)C1C=CC=CC=1.C(Cl)(Cl)(Cl)Cl>[Br:23][C@H:7]1[C:6]2[C@:19]([CH3:20])([CH:2]3[CH2:1][C@@H:3]3[C:4](=[O:22])[CH:5]=2)[C@@H:18]2[C@H:9]([C@H:10]3[C@@:14]([CH2:16][CH2:17]2)([CH3:15])[C:13](=[O:21])[CH2:12][CH2:11]3)[CH2:8]1. Procedure: A mixture of 1,2β-methylenandrost-4-ene-3,17-dione (2.44 g), N-bromosuccinimide (2.33 g), benzoyl peroxide (0.060 g), and carbon tetrachloride (200 ml) are heated to reflux for 4 hours. After cooling to room temperature the precipitate is filtered off, the residue washed with carbon tetrachloride and the combined filtrates evaporated in vacuo. The residue is chromatographed on silica gel using benzene/ethyl ether to give pure 6β-bromo-1,2β-methylenandrost-4-ene-3,17-dione (2.16 g, 70%). Reactants: BrCCCN1C(C(C2=CC=CC=C12)(C)C)=O (1-(3-bromo-propyl)-1,3-dihydro-3,3-dimethyl-indol-2-one), O (water), [OH-].[K+] (potassium hydroxide), C(C)(C)(C)OC(=O)N1CCC2=C(CC1)C(=C(C=C2)Cl)SC(N(C)C)=O (3-tert-butoxycarbonyl-7-chloro-6-dimethylcarbamoylthio-2,3,4,5-tetrahydro-1H-benzo[d]azepine), [OH-].[K+] (KOH). Run in CO (methanol). The product is C(C)(C)(C)OC(=O)N1CCC2=C(CC1)C(=C(C=C2)Cl)SCCCN2C(C(C1=CC=CC=C21)(C)C)=O (3-tert-butoxycarbonyl-7-chloro-6-[3-(3,3-dimethyl-2-oxo-2,3-dihydro-indol-1-yl)-propylthio]-2,3,4,5-tetrahydro-1H-benzo[d]azepine). RXN SMILES: [OH-].[K+].[C:3]([O:7][C:8]([N:10]1[CH2:16][CH2:15][C:14]2[C:17]([S:22]C(=O)N(C)C)=[C:18]([Cl:21])[CH:19]=[CH:20][C:13]=2[CH2:12][CH2:11]1)=[O:9])([CH3:6])([CH3:5])[CH3:4].Br[CH2:29][CH2:30][CH2:31][N:32]1[C:40]2[C:35](=[CH:36][CH:37]=[CH:38][CH:39]=2)[C:34]([CH3:42])([CH3:41])[C:33]1=[O:43].O>CO>[C:3]([O:7][C:8]([N:10]1[CH2:16][CH2:15][C:14]2[C:17]([S:22][CH2:29][CH2:30][CH2:31][N:32]3[C:40]4[C:35](=[CH:36][CH:37]=[CH:38][CH:39]=4)[C:34]([CH3:42])([CH3:41])[C:33]3=[O:43])=[C:18]([Cl:21])[CH:19]=[CH:20][C:13]=2[CH2:12][CH2:11]1)=[O:9])([CH3:5])([CH3:6])[CH3:4] |f:0.1|. Procedure details: Add potassium hydroxide (170 mg, 3.03 mmol) in one portion to a solution of 3-tert-butoxycarbonyl-7-chloro-6-dimethylcarbamoylthio-2,3,4,5-tetrahydro-1H-benzo[d]azepine (187 mg, 0.49 mmol) in methanol (10 mL). Heat the reaction at reflux under nitrogen overnight. Then add further portion of KOH (867 mg, 15.45 mmol) and heat at reflux for 3 h. Then cool to room temperature and add 1-(3-bromo-propyl)-1,3-dihydro-3,3-dimethyl-indol-2-one (274 mg, 0.97 mmol, prepared by following the procedure descr... Starting materials: C(CCC)/N=C/C1=C(C=CC=C1F)CC (butyl-[1-(2-ethyl-6-fluoro-phenyl)-meth-(E)-ylidene]-amine), S(O)(O)(=O)=O (sulphuric acid). The product is C(C)C1=C(C=O)C(=CC=C1)F (2-Ethyl-6-fluoro-benzaldehyde). As a reaction SMILES: C(/N=[CH:6]/[C:7]1[C:12]([F:13])=[CH:11][CH:10]=[CH:9][C:8]=1[CH2:14][CH3:15])CCC.S(=O)(=O)(O)[OH:17]>>[CH2:14]([C:8]1[CH:9]=[CH:10][CH:11]=[C:12]([F:13])[C:7]=1[CH:6]=[O:17])[CH3:15]. Reported procedure: Prepared in analogy to Example 59(a) from butyl-[1-(2-ethyl-6-fluoro-phenyl)-meth-(E)-ylidene]-amine and aqueous sulphuric acid. Starting materials: CCOC(=O)C1CCC(=CC(=O)OC(C)(C)C)CC1, CCOC(C)=O. Yields the product CCOC(=O)C1CCC(CC(=O)OC(C)(C)C)CC1. RXN SMILES: [C:1]([CH3:2])([CH3:3])([CH3:4])[O:5][C:6]([CH:7]=[C:8]1[CH2:9][CH2:10][CH:11]([C:14](=[O:15])[O:16][CH2:17][CH3:18])[CH2:12][CH2:13]1)=[O:19].[CH3:20][CH2:21][O:22][C:23]([CH3:24])=[O:25]>>[C:1]([CH3:2])([CH3:3])([CH3:4])[O:5][C:6]([CH2:7][CH:8]1[CH2:9][CH2:10][CH:11]([C:14](=[O:15])[O:16][CH2:17][CH3:18])[CH2:12][CH2:13]1)=[O:19]. Starting materials: FC1=CC=C(C=C1)C(=O)N=C=S (4-fluoro-1-benzenecarbonyl isothiocyanate), FC1=CC=C(C=C1)C(=O)Cl (4-fluoro-1-benzenecarbonyl chloride), ClC=1C=C(N)C=CC1OC1=CC=NC2=CC(=C(C=C12)OC)OC (3-Chloro-4-[(6,7-dimethoxy-4-quinolyl)oxy]aniline). Solvent: C(C)O (ethanol), C(C)O (ethanol), C1(=CC=CC=C1)C (toluene). Reaction conditions: time 2 hour. The product is FC1=CC=C(C=C1)C(=O)N=C=S (4-Fluoro-1-benzenecarbonyl isothiocyanate), ClC=1C=C(C=CC1OC1=CC=NC2=CC(=C(C=C12)OC)OC)NC(=S)NC(C1=CC=C(C=C1)F)=O (N-{3-Chloro-4-[(6,7-dimethoxy-4-quinolyl)oxy]phenyl}-N′-(4-fluorobenzoyl)thiourea). The yield is 87.0%. Reaction SMILES: FC1C=CC(C(Cl)=O)=CC=1.[Cl:11][C:12]1[CH:13]=[C:14]([CH:16]=[CH:17][C:18]=1[O:19][C:20]1[C:29]2[C:24](=[CH:25][C:26]([O:32][CH3:33])=[C:27]([O:30][CH3:31])[CH:28]=2)[N:23]=[CH:22][CH:21]=1)[NH2:15].[F:34][C:35]1[CH:40]=[CH:39][C:38]([C:41]([N:43]=[C:44]=[S:45])=[O:42])=[CH:37][CH:36]=1>C1(C)C=CC=CC=1.C(O)C>[F:34][C:35]1[CH:36]=[CH:37][C:38]([C:41]([N:43]=[C:44]=[S:45])=[O:42])=[CH:39][CH:40]=1.[Cl:11][C:12]1[CH:13]=[C:14]([NH:15][C:44]([NH:43][C:41](=[O:42])[C:38]2[CH:39]=[CH:40][C:35]([F:34])=[CH:36][CH:37]=2)=[S:45])[CH:16]=[CH:17][C:18]=1[O:19][C:20]1[C:29]2[C:24](=[CH:25][C:26]([O:32][CH3:33])=[C:27]([O:30][CH3:31])[CH:28]=2)[N:23]=[CH:22][CH:21]=1. Procedure: 4-Fluoro-1-benzenecarbonyl isothiocyanate was prepared using commercially available 4-fluoro-1-benzenecarbonyl chloride (80 mg) as a starting compound according to the description of the literature. 3-Chloro-4-[(6,7-dimethoxy-4-quinolyl)oxy]aniline (50 mg) was dissolved in toluene (5 ml) and ethanol (1 ml) to prepare a solution. A solution of 4-fluoro-1-benzenecarbonyl isothiocyanate in ethanol (1 ml) was then added to the solution, and the mixture was stirred at room temperature for 2 hr. The r... Reactants: IC1=CC=C(C=C1)CCCO (3-(p-iodophenyl) propanol), Br (hydrobromic acid), NC(=S)N (thiourea). The solvent is O (water). Yields the product IC1=CC=C(C=C1)CCCS (3-(p-iodophenyl) propane thiol). The yield is 66.0%. RXN SMILES: [I:1][C:2]1[CH:7]=[CH:6][C:5]([CH2:8][CH2:9][CH2:10]O)=[CH:4][CH:3]=1.Br.NC(N)=[S:15]>O>[I:1][C:2]1[CH:7]=[CH:6][C:5]([CH2:8][CH2:9][CH2:10][SH:15])=[CH:4][CH:3]=1. Procedure details: 62 g of 3-(p-iodophenyl) propanol was combined in solution with 161 g of hydrobromic acid (48%) and 23 g of thiourea in 100 ml of water and the thiol product vacuum distilled at 114°-117° and 0.1 mm Hg. A 66% yield of 3-(p-iodophenyl) propane thiol was confirmed having a refractive index of n25D = 1.6202.